Dataset: the Open Reaction Database (ORD), a public repository of structured organic reaction records. Task: describe an organic reaction: reactants, conditions, products, and yield Reactants: BrC1=NC(=CC=C1)Br (2,6-dibromopyridine), C(C(C)(C)C)(=O)O (pivalic acid), C([O-])([O-])=O.[K+].[K+] (potassium carbonate), S1C=NC=C1 (Thiazole). Reagents/catalysts: C=1C=CC(=CC1)[P](C=2C=CC=CC2)(C=3C=CC=CC3)[Pd]([P](C=4C=CC=CC4)(C=5C=CC=CC5)C=6C=CC=CC6)([P](C=7C=CC=CC7)(C=8C=CC=CC8)C=9C=CC=CC9)[P](C=1C=CC=CC1)(C=1C=CC=CC1)C=1C=CC=CC1 (tetrakis(triphenylphosphine)palladium(0)). The solvent is O (water), C(C)(=O)OCC (ethyl acetate), C(C)OCC (diethyl ether), CN(C(C)=O)C (N,N-dimethylacetamide). Reaction conditions: temperature 115 celsius. Yields the product BrC1=NC(=CC=C1)C1=CN=CS1 (2-bromo-6-(1,3-thiazol-5-yl)pyridine). RXN SMILES: Br[C:2]1[CH:7]=[CH:6][CH:5]=[C:4]([Br:8])[N:3]=1.C(O)(=O)C(C)(C)C.C(=O)([O-])[O-].[K+].[K+].[S:22]1[CH:26]=[CH:25][N:24]=[CH:23]1>CN(C)C(=O)C.O.C(OCC)(=O)C.C(OCC)C.C1C=CC([P]([Pd]([P](C2C=CC=CC=2)(C2C=CC=CC=2)C2C=CC=CC=2)([P](C2C=CC=CC=2)(C2C=CC=CC=2)C2C=CC=CC=2)[P](C2C=CC=CC=2)(C2C=CC=CC=2)C2C=CC=CC=2)(C2C=CC=CC=2)C2C=CC=CC=2)=CC=1>[Br:8][C:4]1[CH:5]=[CH:6][CH:7]=[C:2]([C:26]2[S:22][CH:23]=[N:24][CH:25]=2)[N:3]=1 |f:2.3.4,^1:48,50,69,88|. Procedure details: A suspension of 2,6-dibromopyridine (11.13 g, 47.0 mmol), pivalic acid (0.545 mL, 4.70 mmol), potassium carbonate (6.49 g, 47.0 mmol) in N,N-dimethylacetamide (45 mL) was deoxygenated by bubbling argon through it for 20 minutes. Thiazole (1.681 mL, 23.49 mmol) and tetrakis(triphenylphosphine)palladium(0) (1.086 g, 0.940 mmol) were added, the flask was sealed, and the reaction mixture was heated to 115° C. for 18 hours. The reaction mixture was cooled to room temperature and then diluted with wat...